From a dataset of the Open Reaction Database (ORD), a public repository of structured organic reaction records. describe an organic reaction: reactants, conditions, products, and yield Starting materials: C(C)(C)N(C(C)C)CC (N,N-diisopropylethylamine), CC(C)([C@H](C)OC1OCCCC1)C1=NOC(=C1)N (3-[(3S)-2-methyl-3-(oxan-2-yloxy)butan-2-yl]-1,2-oxazol-5-amine), CC(C(=O)O)(C)SCC[C@@H]1COCC1 (2-methyl-2-({2-[(3R)-oxolan-3-yl]ethyl}sulfanyl)propanoic acid), acid chloride, C(C(=O)Cl)(=O)Cl (oxalyl chloride). Run in C(Cl)Cl (DCM), CN(C)C=O (DMF). Run at temperature 60 celsius. Yields the product CC(C(=O)NC1=CC(=NO1)C(C)([C@H](C)OC1OCCCC1)C)(C)SCC[C@@H]1COCC1 (2-methyl-N-{3-[(3S)-2-methyl-3-(oxan-2-yloxy)butan-2-yl]-1,2-oxazol-5-yl}-2-({2-[(3R)-oxolan-3-yl]ethyl}sulfanyl)propanamide). The yield is 44.3%. Reaction SMILES: [CH3:1][C:2]([S:7][CH2:8][CH2:9][C@H:10]1[CH2:14][CH2:13][O:12][CH2:11]1)([CH3:6])[C:3]([OH:5])=O.C(Cl)(=O)C(Cl)=O.C(N(CC)C(C)C)(C)C.[CH3:30][C:31]([C:42]1[CH:46]=[C:45]([NH2:47])[O:44][N:43]=1)([C@@H:33]([O:35][CH:36]1[CH2:41][CH2:40][CH2:39][CH2:38][O:37]1)[CH3:34])[CH3:32]>C(Cl)Cl.CN(C=O)C>[CH3:6][C:2]([S:7][CH2:8][CH2:9][C@H:10]1[CH2:14][CH2:13][O:12][CH2:11]1)([CH3:1])[C:3]([NH:47][C:45]1[O:44][N:43]=[C:42]([C:31]([CH3:30])([C@@H:33]([O:35][CH:36]2[CH2:41][CH2:40][CH2:39][CH2:38][O:37]2)[CH3:34])[CH3:32])[CH:46]=1)=[O:5]. Procedure: Activation of 0.35 g (1.61 mmol) of 2-methyl-2-({2-[(3R)-oxolan-3-yl]ethyl}sulfanyl)propanoic acid as the corresponding acid chloride is achieved by treatment with oxalyl chloride (0.28 mL, 3.22 mmol) and DMF (cat., 0.01 mL) in DCM (15 mL) at room temperature for 3 h. The reaction mixture is concentrated under reduced pressure. The residue is dissolved in THF (5 mL) and concentrated under reduced pressure. This process is repeated. Then the crude acid chloride is dissolved in anhydrous THF (10 m...